describe an organic reaction: reactants, conditions, products, and yield From a dataset of the Open Reaction Database (ORD), a public repository of structured organic reaction records. Reactants: N(=[N+]=[N-])[Sn](CCCC)(CCCC)CCCC (azidotributyltin), C(#N)C1=CC=C(C=C1)C1(CC1)NC(=O)C1=C(SC(=C1CC1=CC=C(C=C1)C(F)(F)F)C)C (N-[1-(4-cyanophenyl)cyclopropyl]-2,5-dimethyl-4-[4-(trifluoromethyl)benzyl]thiophene-3-carboxamide), CC(=O)O (AcOH). Solvent: C1(=CC=CC=C1)C (toluene). Reaction conditions: time 20 hour. Yields the product CC=1SC(=C(C1C(=O)NC1(CC1)C1=CC=C(C=C1)C=1N=NNN1)CC1=CC=C(C=C1)C(F)(F)F)C (2,5-dimethyl-N-{1-[4-(2H-tetrazol-5-yl)phenyl]cyclopropyl}-4-[4-(trifluoromethyl)benzyl]thiophene-3-carboxamide). As a reaction SMILES: [C:1]([C:3]1[CH:8]=[CH:7][C:6]([C:9]2([NH:12][C:13]([C:15]3[C:19]([CH2:20][C:21]4[CH:26]=[CH:25][C:24]([C:27]([F:30])([F:29])[F:28])=[CH:23][CH:22]=4)=[C:18]([CH3:31])[S:17][C:16]=3[CH3:32])=[O:14])[CH2:11][CH2:10]2)=[CH:5][CH:4]=1)#[N:2].[N:33]([Sn](CCCC)(CCCC)CCCC)=[N+:34]=[N-:35].CC(O)=O>C1(C)C=CC=CC=1>[CH3:32][C:16]1[S:17][C:18]([CH3:31])=[C:19]([CH2:20][C:21]2[CH:22]=[CH:23][C:24]([C:27]([F:30])([F:29])[F:28])=[CH:25][CH:26]=2)[C:15]=1[C:13]([NH:12][C:9]1([C:6]2[CH:5]=[CH:4][C:3]([C:1]3[N:33]=[N:34][NH:35][N:2]=3)=[CH:8][CH:7]=2)[CH2:11][CH2:10]1)=[O:14]. Procedure: To a suspension of N-[1-(4-cyanophenyl)cyclopropyl]-2,5-dimethyl-4-[4-(trifluoromethyl)benzyl]thiophene-3-carboxamide from Example 14, Step 2 (174 mg, 0.383 mmol) in toluene (2.5 mL), was added azidotributyltin (317 μL, 1.15 mmol) and the mixture was heated at the reflux temperature. After 20 h, the solution then obtained was allowed to cool to r.t. and AcOH (365 μL) was added. The heterogeneous mixture was stirred for 4 h and the precipitated solid was collected by filtration, successively rins... Reactants: CuBr, Br (HBr), N(=O)[O-].[Na+] (NaNO2), O1CCN(CC1)C=1C=C(C(=NC1)[N+](=O)[O-])N (5-morpholino-2-nitropyridin-3-amine). Run in O (H2O). Run at temperature -5 celsius, time 1 hour. Product: BrC=1C=C(C=NC1[N+](=O)[O-])N1CCOCC1 (4-(5-bromo-6-nitropyridin-3-yl)morpholine). The yield is 96.0%. As a reaction SMILES: [BrH:1].[O:2]1[CH2:7][CH2:6][N:5]([C:8]2[CH:9]=[C:10](N)[C:11]([N+:14]([O-:16])=[O:15])=[N:12][CH:13]=2)[CH2:4][CH2:3]1.N([O-])=O.[Na+]>O>[Br:1][C:10]1[CH:9]=[C:8]([N:5]2[CH2:6][CH2:7][O:2][CH2:3][CH2:4]2)[CH:13]=[N:12][C:11]=1[N+:14]([O-:16])=[O:15] |f:2.3|. Reported procedure: A three neck round bottom flask equipped with a magnetic stir bar, a dropping funnel and a thermometer, was charged with CuBr (629 mg, 4.4 mmol) and HBr (25 mL). The solution was cooled to −5° C. (ice salt bath). Solid 5-morpholino-2-nitropyridin-3-amine (983 mg, 4.4 mmol) was slowly added, followed by the slow addition of a NaNO2 (333 mg, 4.8 mmol) solution in H2O (25 mL) via the dropping funnel, ensuring that the temperature did not rise above 0° C. The reaction mixture was stirred at −5° C. f... Reactants: Cl.ClC1=CC=C(C=C1)CN(N)C1=CC=C(C=C1)OC (1-[(4-chlorophenyl)methyl]-1-(4-methoxyphenyl)hydrazine hydrochloride), CC(C(=O)OC)(CC(CC)=O)C (methyl 2,2-dimethyl-4-oxohexanoate). Run in C(C)(C)(C)O (tert-butanol). Yields the product ClC1=CC=C(CN2C(=C(C3=CC(=CC=C23)OC)C)CC(C(=O)O)(C)C)C=C1 (3-(1-p-Chlorobenzyl-3-methyl-5-methoxyindol-2-yl)-2,2-dimethylpropanoic acid). RXN SMILES: Cl.[Cl:2][C:3]1[CH:8]=[CH:7][C:6]([CH2:9][N:10]([C:12]2[CH:17]=[CH:16][C:15]([O:18][CH3:19])=[CH:14][CH:13]=2)N)=[CH:5][CH:4]=1.[CH3:20][C:21]([CH3:31])([CH2:26][C:27](=O)[CH2:28][CH3:29])[C:22]([O:24]C)=[O:23]>C(O)(C)(C)C>[Cl:2][C:3]1[CH:8]=[CH:7][C:6]([CH2:9][N:10]2[C:12]3[C:17](=[CH:16][C:15]([O:18][CH3:19])=[CH:14][CH:13]=3)[C:28]([CH3:29])=[C:27]2[CH2:26][C:21]([CH3:31])([CH3:20])[C:22]([OH:24])=[O:23])=[CH:5][CH:4]=1 |f:0.1|. Reported procedure: Following the method of Example 2, but using 1-[(4-chlorophenyl)methyl]-1-(4-methoxyphenyl)hydrazine hydrochloride and methyl 2,2-dimethyl-4-oxohexanoate as the starting materials and tert-butanol as the solvent, the title compound was prepared. Starting materials: C1CCC2=NCCCN2CC1, C=CC=O, ClCCl, O=Nc1ccccc1. Yields the product C=CC(=O)N(O)c1ccccc1. As a reaction SMILES: [CH2:1]1[CH2:2][CH2:3][C:4]2=[N:9][CH2:8][CH2:7][CH2:6][N:5]2[CH2:10][CH2:11]1.[CH:12](=[O:13])[CH:14]=[CH2:15].[Cl:24][CH2:25][Cl:26].[O:16]=[N:17][c:18]1[cH:19][cH:20][cH:21][cH:22][cH:23]1>>[C:12](=[O:13])([CH:14]=[CH2:15])[N:17]([OH:16])[c:18]1[cH:19][cH:20][cH:21][cH:22][cH:23]1.